This data is from the Open Reaction Database (ORD), a public repository of structured organic reaction records. The task is: describe an organic reaction: reactants, conditions, products, and yield The reactants are ClC1=C(C(=O)O)C=C(C(=C1)Cl)S (2,4-dichloro-5-mercaptobenzoic acid), Cl (hydrochloric acid), C(C)O (ethanol), [OH-].[Na+] (sodium hydroxide), S(=O)(=O)(OC)OC (dimethyl sulfate). Run in O (water). Yields the product ClC1=C(C(=S)O)C=C(C(=C1)Cl)C (2,4-dichloro-5-methylthiobenzoic acid). Reaction SMILES: [Cl:1][C:2]1[CH:10]=[C:9]([Cl:11])C(S)=[CH:7][C:3]=1[C:4](O)=O.[OH-].[Na+].[S:15](OC)(OC)(=O)=O.Cl.[CH2:23]([OH:25])[CH3:24]>O>[Cl:11][C:9]1[CH:10]=[C:2]([Cl:1])[C:3]([CH3:7])=[CH:4][C:24]=1[C:23]([OH:25])=[S:15] |f:1.2|. Procedure details: A stirred solution of 2,4-dichloro-5-mercaptobenzoic acid (30 g.; 0.135 mole) in 50% aqueous ethanol (500 ml.) and sufficient 10N sodium hydroxide to attain a pH of 9 is heated to reflux and treated dropwise with dimethyl sulfate (26 g.; 0.206 mole) during a two hour period. The pH is maintained at 9 during the addition. The reaction mixture then is cooled, diluted with water (1 liter) and acidified with dilute hydrochloric acid, yielding 30 g.; (94%) of 2,4-dichloro-5-methylthiobenzoic acid, m.... Starting materials: COC(=O)C(=O)c1ccccc1CBr, O=C([O-])C=Cc1ccccc1, CN1CCCC1=O, [I-], [K+], [K+], O. The product is COC(=O)C(=O)c1ccccc1CC(=O)C=Cc1ccccc1. RXN SMILES: [Br:13][CH2:14][c:15]1[c:16]([C:21]([C:22](=[O:23])[O:24][CH3:25])=[O:26])[cH:17][cH:18][cH:19][cH:20]1.[C:1]([CH:2]=[CH:3][c:4]1[cH:5][cH:6][cH:7][cH:8][cH:9]1)(=[O:10])[O-:11].[CH3:30][N:31]1[CH2:32][CH2:33][CH2:34][C:35]1=[O:36].[I-:28].[K+:12].[K+:27].[OH2:29]>>[C:1]([CH:2]=[CH:3][c:4]1[cH:5][cH:6][cH:7][cH:8][cH:9]1)(=[O:11])[CH2:14][c:15]1[c:16]([C:21]([C:22](=[O:23])[O:24][CH3:25])=[O:26])[cH:17][cH:18][cH:19][cH:20]1.